Dataset: the Open Reaction Database (ORD), a public repository of structured organic reaction records. Task: describe an organic reaction: reactants, conditions, products, and yield Reactants: CC(=O)[O-], CC(=O)[O-], CCOC(C)=O, CCCC(=O)Nc1nn(COCC[Si](C)(C)C)c2cc(Cl)ccc12, [Cs+], [F-], OB(O)c1ccc(OC(F)(F)F)cc1, C1COCCO1, [Pd+2]. The product is CCCC(=O)Nc1nn(COCC[Si](C)(C)C)c2cc(-c3ccc(OC(F)(F)F)cc3)ccc12. Reaction SMILES: [C:53]([O-:54])(=[O:55])[CH3:56].[C:58]([O-:59])(=[O:60])[CH3:61].[CH3:47][CH2:48][O:49][C:50](=[O:51])[CH3:52].[Cl:17][c:18]1[cH:19][cH:20][c:21]2[c:22]([NH:35][C:36]([CH2:37][CH2:38][CH3:39])=[O:40])[n:23][n:24]([CH2:27][O:28][CH2:29][CH2:30][Si:31]([CH3:32])([CH3:33])[CH3:34])[c:25]2[cH:26]1.[Cs+:16].[F-:15].[F:1][C:2]([O:3][c:4]1[cH:5][cH:6][c:7]([B:10]([OH:11])[OH:12])[cH:8][cH:9]1)([F:13])[F:14].[O:41]1[CH2:42][CH2:43][O:44][CH2:45][CH2:46]1.[Pd+2:57]>>[F:1][C:2]([O:3][c:4]1[cH:5][cH:6][c:7](-[c:18]2[cH:19][cH:20][c:21]3[c:22]([NH:35][C:36]([CH2:37][CH2:38][CH3:39])=[O:40])[n:23][n:24]([CH2:27][O:28][CH2:29][CH2:30][Si:31]([CH3:32])([CH3:33])[CH3:34])[c:25]3[cH:26]2)[cH:8][cH:9]1)([F:13])[F:14]. Conditions: temperature 0 celsius. Starting materials: Cl.CN(CCCN=C=NCC)C (1-(3-Dimethylaminopropyl)-3-ethylcarbodiimide hydrochloride), NC=1C=C2C(=NC=NC2=CC1)NC1=CC(=CC=C1)Br (6-amino-4-[(3-bromophenyl)-amino]quinazoline), C(C#C)(=O)O (propiolic acid). The yield is 12.0%. Procedure: 1-(3-Dimethylaminopropyl)-3-ethylcarbodiimide hydrochloride (200 mg, 1.04 mmol) was added to a solution of 6-amino-4-[(3-bromophenyl)-amino]quinazoline (158 mg, 0.5 mmol) and propiolic acid (0.08 mL, 1.1 mmol) in DMF (1.5 mL) stirred under N2 at 0° C. The resulting solution was stirred at 0° C. for 30 minutes and quenched with water. The formed fine solid was collected by Buchner filtration then dissolved in methanol and purified by preparative tlc on silica, eluting with 10% MeOH/CHCl3. The tit... The solvent is CN(C)C=O (DMF). RXN SMILES: Cl.CN(C)CCCN=C=NCC.[NH2:13][C:14]1[CH:15]=[C:16]2[C:21](=[CH:22][CH:23]=1)[N:20]=[CH:19][N:18]=[C:17]2[NH:24][C:25]1[CH:30]=[CH:29][CH:28]=[C:27]([Br:31])[CH:26]=1.[C:32](O)(=[O:35])[C:33]#[CH:34]>CN(C=O)C>[Br:31][C:27]1[CH:26]=[C:25]([NH:24][C:17]2[C:16]3[C:21](=[CH:22][CH:23]=[C:14]([NH:13][C:32](=[O:35])[C:33]#[CH:34])[CH:15]=3)[N:20]=[CH:19][N:18]=2)[CH:30]=[CH:29][CH:28]=1 |f:0.1|. Yields the product BrC=1C=C(C=CC1)NC1=NC=NC2=CC=C(C=C12)NC(C#C)=O (N-[4-[(3-Bromophenyl)amino]quinazolin-6-yl]-propynamide), solid. Reactants: CC(=O)O, Cl, Cl, CCOC(=O)C(CCCCN)NC1CSc2ccccc2N(CC(=O)O)C1=O, [Na+], [OH-]. Product: NCCCCC(NC1CSc2ccccc2N(CC(=O)O)C1=O)C(=O)O. As a reaction SMILES: [CH3:33][C:34](=[O:35])[OH:36].[ClH:3].[ClH:4].[NH2:5][CH2:6][CH2:7][CH2:8][CH2:9][CH:10]([C:11](=[O:12])[O:13][CH2:14][CH3:15])[NH:16][CH:17]1[CH2:18][S:19][c:20]2[c:21]([cH:29][cH:30][cH:31][cH:32]2)[N:22]([CH2:25][C:26](=[O:27])[OH:28])[C:23]1=[O:24].[Na+:2].[OH-:1]>>[NH2:5][CH2:6][CH2:7][CH2:8][CH2:9][CH:10]([C:11](=[O:12])[OH:13])[NH:16][CH:17]1[CH2:18][S:19][c:20]2[c:21]([cH:29][cH:30][cH:31][cH:32]2)[N:22]([CH2:25][C:26](=[O:27])[OH:28])[C:23]1=[O:24]. The reactants are C(C1=CC=CC=C1)OC(=O)NC=1C(N(C=C(C1)CC1=CC(=CC=C1)O)CC(=O)NC(C(C(F)(F)F)=O)C(C)C)=O (2-[3-Benzyloxycarbonylamino-5-(3-hydroxybenzyl)-2-oxo-1,2-dihydro-1-pyridyl]-N-(3,3,3-trifluoro-1-isopropyl-2-oxopropyl)acetamide), C1(=CC=CC=C1)CC(=O)Cl (phenylacetyl chloride). Yields the product C(C1=CC=CC=C1)OC(=O)NC=1C(N(C=C(C1)CC1=CC(=CC=C1)OC(C)=O)CC(=O)NC(C(C(F)(F)F)=O)C(C)C)=O (2-[3-Benzyloxycarbonylamino-5-(3-acetoxybenzyl)-2-oxo-1,2-dihydro-1-pyridyl]-N-(3,3,3-trifluoro-1-isopropyl-2-oxopropyl)acetamide). As a reaction SMILES: [CH2:1]([O:8][C:9]([NH:11][C:12]1[C:13](=[O:40])[N:14]([CH2:26][C:27]([NH:29][CH:30]([CH:37]([CH3:39])[CH3:38])[C:31](=[O:36])[C:32]([F:35])([F:34])[F:33])=[O:28])[CH:15]=[C:16]([CH2:18][C:19]2[CH:24]=[CH:23][CH:22]=[C:21]([OH:25])[CH:20]=2)[CH:17]=1)=[O:10])[C:2]1[CH:7]=[CH:6][CH:5]=[CH:4][CH:3]=1.C1([CH2:47][C:48](Cl)=[O:49])C=CC=CC=1>>[CH2:1]([O:8][C:9]([NH:11][C:12]1[C:13](=[O:40])[N:14]([CH2:26][C:27]([NH:29][CH:30]([CH:37]([CH3:38])[CH3:39])[C:31](=[O:36])[C:32]([F:35])([F:34])[F:33])=[O:28])[CH:15]=[C:16]([CH2:18][C:19]2[CH:24]=[CH:23][CH:22]=[C:21]([O:25][C:48](=[O:49])[CH3:47])[CH:20]=2)[CH:17]=1)=[O:10])[C:2]1[CH:7]=[CH:6][CH:5]=[CH:4][CH:3]=1. Procedure: 2-[3-Benzyloxycarbonylamino-5-(3-hydroxybenzyl)-2-oxo-1,2-dihydro-1-pyridyl]-N-(3,3,3-trifluoro-1-isopropyl-2-oxopropyl)acetamide was acylated using conditions similar to those described in Example 14.b., substituting acetic anhydride for phenylacetyl chloride, to give the title compound; NMR: 2.25 (s,3 and m,1), 6.95-7.41 (m,10); MS: m/z=602(M+1). Reactants: O=C[C@H](O)[C@@H](O)[C@H](O)[C@H](O)CO (glucose), O=C(C(=O)[O-])C=CC1=CC=CC=C1.[K+] (potassium 2-keto-4-phenyl-3-butenoate), C([C@@H]1[C@H]([C@@H]([C@H]([C@H](O1)O[C@]2([C@H]([C@@H]([C@H](O2)CO)O)O)CO)O)O)O)O (sucrose), C([O-])([O-])=O.[Ca+2] (calcium carbonate), S(O)(O)(=O)=O (sulfuric acid). The solvent is O (water). Run at temperature 30 celsius, time 48 hour. The product is O[C@@H](C(=O)O)C=CC1=CC=CC=C1 ((R)-2-hydroxy-4-phenyl-3-butenoic acid). Reaction SMILES: O=C[C@@H]([C@H]([C@@H]([C@@H](CO)O)O)O)O.C(O)[C@H]1O[C@H](O[C@]2(CO)O[C@H](CO)[C@@H](O)[C@@H]2O)[C@H](O)[C@@H](O)[C@@H]1O.C(=O)([O-])[O-].[Ca+2].[O:41]=[C:42]([CH:46]=[CH:47][C:48]1[CH:53]=[CH:52][CH:51]=[CH:50][CH:49]=1)[C:43]([O-:45])=[O:44].[K+].S(=O)(=O)(O)O>O>[OH:41][C@H:42]([CH:46]=[CH:47][C:48]1[CH:53]=[CH:52][CH:51]=[CH:50][CH:49]=1)[C:43]([OH:45])=[O:44] |f:2.3,4.5|. Procedure details: A medium comprising 2% of glucose, 1% of yeast extract, 1% of peptone, 10 ppm of MnSO4 and 1% of calcium carbonate was used for lactic acid bacteria; a medium comprising 1% of glucose, 0.5% of yeast extract, 0.5% of peptone, 0.5% of meat extract and 0.5% of NaCl (pH 7) was used for other bacteria; and a medium comprising 2% of glucose, 0.3% of yeast extract, 0.5% of peptone and 0.3% of malt extract (pH 6) was used for yeasts. 100 ml of each medium was introduced into a 500-ml Erlenmeyer flask an... Reactants: [OH-].[Na+].O (NaOH water), amide, ClC1=C(OCC[N-]CCC)C=CC(=C1)Cl (N-(2-(2,4-dichlorophenoxy)ethyl)propylamide), O=P(Cl)(Cl)Cl (POCl3), ClC1=CC(=C(N)C=C1)C (4-chloro-2-methylaniline). The solvent is ClCCCl (1,2-dichloroethane). Run at temperature 60 celsius, time 6 hour. Product: ClC1=CC(=C(C=C1)N=C(CC)NCCOC1=C(C=C(C=C1)Cl)Cl)C (N'-(4-Chloro-2-methylphenyl)-N-(2-(2,4-dichlorophenoxy)ethyl)propanimidamide). Yield: 65.0%. As a reaction SMILES: [Cl:1][C:2]1[CH:14]=[C:13]([Cl:15])[CH:12]=[CH:11][C:3]=1[O:4][CH2:5][CH2:6][N-:7][CH2:8][CH2:9][CH3:10].O=P(Cl)(Cl)Cl.[Cl:21][C:22]1[CH:28]=[CH:27][C:25]([NH2:26])=[C:24]([CH3:29])[CH:23]=1.[OH-].[Na+].O>ClCCCl>[Cl:21][C:22]1[CH:28]=[CH:27][C:25]([N:26]=[C:8]([NH:7][CH2:6][CH2:5][O:4][C:3]2[CH:11]=[CH:12][C:13]([Cl:15])=[CH:14][C:2]=2[Cl:1])[CH2:9][CH3:10])=[C:24]([CH3:29])[CH:23]=1 |f:3.4.5|. Procedure details: A mixture of 19.5 g (0.075 mole) of N-(2-(2,4-dichlorophenoxy)ethyl)propylamide, 11.4 g (0.075 mole) POCl3 and 250 mls of 1,2-dichloroethane was stirred at 60° C. for six hours. The mixture was cooled to 25° C., whereupon 10.4 g (0.075 mole) of 4-chloro-2-methylaniline was added thereto. An exotherm was noted. The mixture was refluxed for 10 hours and allowed to cool. The product mixture was made basic with a 20% NaOH water solution. The product layer was separated, washed once with 200 ml of wa... Starting materials: NC1=NC2=C(N1C1CCCCC1)C=CC(=C2)CO ((2-amino-1-cyclohexyl-1H-benzoimidazol-5-yl)methanol), CN[C@H]1[C@@H](CCCC1)NC (trans-N1,N2-dimethylcyclohexane-1,2-diamine), P(=O)([O-])([O-])[O-].[K+].[K+].[K+] (potassium phosphate), BrC=1C=C2C(=NN(C2=CC1)COCC[Si](C)(C)C)I (5-bromo-3-iodo-1-((2-(trimethylsilyl)ethoxy)methyl)-1H-indazole), O1CCCC1 (tetrahydrofuran). The reagents and catalysts are [Cu]I (copper(I) iodide). Run in C(C)(=O)OCC (ethyl acetate). Conditions: time 20 minute. The product is BrC=1C=C2C(=NN(C2=CC1)COCC[Si](C)(C)C)NC1=NC2=C(N1C1CCCCC1)C=CC(=C2)CO ((2-(5-bromo-1-((2-(trimethylsilyl)ethoxy)methyl)-1H-indazol-3-ylamino)-1-cyclohexyl-1H-benzo[d]imidazol-5-yl)methanol). The yield is 44.7%. Reaction SMILES: [Br:1][C:2]1[CH:3]=[C:4]2[C:8](=[CH:9][CH:10]=1)[N:7]([CH2:11][O:12][CH2:13][CH2:14][Si:15]([CH3:18])([CH3:17])[CH3:16])[N:6]=[C:5]2I.[NH2:20][C:21]1[N:25]([CH:26]2[CH2:31][CH2:30][CH2:29][CH2:28][CH2:27]2)[C:24]2[CH:32]=[CH:33][C:34]([CH2:36][OH:37])=[CH:35][C:23]=2[N:22]=1.CN[C@@H]1CCCC[C@H]1NC.P([O-])([O-])([O-])=O.[K+].[K+].[K+].O1CCCC1>C(OCC)(=O)C.[Cu]I>[Br:1][C:2]1[CH:3]=[C:4]2[C:8](=[CH:9][CH:10]=1)[N:7]([CH2:11][O:12][CH2:13][CH2:14][Si:15]([CH3:18])([CH3:17])[CH3:16])[N:6]=[C:5]2[NH:20][C:21]1[N:25]([CH:26]2[CH2:27][CH2:28][CH2:29][CH2:30][CH2:31]2)[C:24]2[CH:32]=[CH:33][C:34]([CH2:36][OH:37])=[CH:35][C:23]=2[N:22]=1 |f:3.4.5.6|. Reported procedure: In a 20 mL microwave reaction tube was weighed 5-bromo-3-iodo-1-((2-(trimethylsilyl)ethoxy)methyl)-1H-indazole (653 mg, 0.00144 mol). To this was added (2-amino-1-cyclohexyl-1H-benzoimidazol-5-yl)methanol (322.1 mg, 0.001313 mol), trans-N1,N2-dimethylcyclohexane-1,2-diamine (121 mg, 0.000851 mol), copper(I) iodide (78 mg, 0.00041 mol) and potassium phosphate (554 mg, 0.00261 mol). The tube was purged with argon and tetrahydrofuran (14 mL, 0.17 mol) was then added. The reaction mixture was stirre... RXN SMILES: [CH3:1][CH:2]1[NH:3][CH:4]([CH3:8])[CH2:5][CH2:6][CH2:7]1.[Cl:9][C:10]([Cl:11])=[O:12].[cH:13]1[cH:14][cH:15][cH:16][cH:17][cH:18]1>>[CH3:1][CH:2]1[N:3]([C:10]([Cl:9])=[O:12])[CH:4]([CH3:8])[CH2:5][CH2:6][CH2:7]1. Product: CC1CCCC(C)N1C(=O)Cl. The reactants are CC1CCCC(C)N1, O=C(Cl)Cl, c1ccccc1. The reactants are ClB(Cl)Cl, CCC1c2c(C)cccc2-c2ccccc2N1S(=O)(=O)c1ccc(OC)cc1, CCCC[N+](CCCC)(CCCC)CCCC, ClCCl, [I-]. The product is CCC1c2c(C)cccc2-c2ccccc2N1S(=O)(=O)c1ccc(O)cc1. RXN SMILES: [B:29]([Cl:30])([Cl:31])[Cl:32].[CH2:1]([CH3:2])[CH:3]1[N:4]([S:18](=[O:19])(=[O:20])[c:21]2[cH:22][cH:23][c:24]([O:27][CH3:28])[cH:25][cH:26]2)[c:5]2[cH:6][cH:7][cH:8][cH:9][c:10]2-[c:11]2[cH:12][cH:13][cH:14][c:15]([CH3:17])[c:16]21.[CH2:37]([N+:38]([CH2:39][CH2:40][CH2:41][CH3:42])([CH2:43][CH2:44][CH2:45][CH3:46])[CH2:47][CH2:48][CH2:49][CH3:50])[CH2:51][CH2:52][CH3:53].[Cl:33][CH2:34][Cl:35].[I-:36]>>[CH2:1]([CH3:2])[CH:3]1[N:4]([S:18](=[O:19])(=[O:20])[c:21]2[cH:22][cH:23][c:24]([OH:27])[cH:25][cH:26]2)[c:5]2[cH:6][cH:7][cH:8][cH:9][c:10]2-[c:11]2[cH:12][cH:13][cH:14][c:15]([CH3:17])[c:16]21.